Dataset: the Open Reaction Database (ORD), a public repository of structured organic reaction records. Task: describe an organic reaction: reactants, conditions, products, and yield The reactants are CCC(OC)c1cc(CN(C(=O)C(CNC(=O)OC(C)(C)C)Cc2ccc(OCCOc3c(Cl)cc(C)cc3Cl)cc2)C2CC2)c(Cl)cn1, ClCCl, O=C(OO)c1cccc(Cl)c1. Yields the product CCC(OC)c1cc(CN(C(=O)C(CNC(=O)OC(C)(C)C)Cc2ccc(OCCOc3c(Cl)cc(C)cc3Cl)cc2)C2CC2)c(Cl)c[n+]1[O-]. As a reaction SMILES: [Cl:1][c:2]1[c:3]([CH2:13][N:14]([C:15]([CH:16]([CH2:17][NH:18][C:19]([O:20][C:21]([CH3:22])([CH3:23])[CH3:24])=[O:25])[CH2:26][c:27]2[cH:28][cH:29][c:30]([O:33][CH2:34][CH2:35][O:36][c:37]3[c:38]([Cl:45])[cH:39][c:40]([CH3:44])[cH:41][c:42]3[Cl:43])[cH:31][cH:32]2)=[O:46])[CH:47]2[CH2:48][CH2:49]2)[cH:4][c:5]([CH:8]([CH2:9][CH3:10])[O:11][CH3:12])[n:6][cH:7]1.[Cl:61][CH2:62][Cl:63].[OH:50][O:51][C:52]([c:53]1[cH:54][c:55]([Cl:56])[cH:57][cH:58][cH:59]1)=[O:60]>>[Cl:1][c:2]1[c:3]([CH2:13][N:14]([C:15]([CH:16]([CH2:17][NH:18][C:19]([O:20][C:21]([CH3:22])([CH3:23])[CH3:24])=[O:25])[CH2:26][c:27]2[cH:28][cH:29][c:30]([O:33][CH2:34][CH2:35][O:36][c:37]3[c:38]([Cl:45])[cH:39][c:40]([CH3:44])[cH:41][c:42]3[Cl:43])[cH:31][cH:32]2)=[O:46])[CH:47]2[CH2:48][CH2:49]2)[cH:4][c:5]([CH:8]([CH2:9][CH3:10])[O:11][CH3:12])[n+:6]([O-:50])[cH:7]1. The reactants are COCCN1C(=O)CCCc2cc([N+](=O)[O-])ccc21, CCO, NN, O. Yields the product COCCN1C(=O)CCCc2cc(N)ccc21. Reaction SMILES: [CH3:1][O:2][CH2:3][CH2:4][N:5]1[c:6]2[c:7]([cH:13][c:14]([N+:17]([O-:18])=[O:19])[cH:15][cH:16]2)[CH2:8][CH2:9][CH2:10][C:11]1=[O:12].[CH3:23][CH2:24][OH:25].[NH2:21][NH2:22].[OH2:20]>>[CH3:1][O:2][CH2:3][CH2:4][N:5]1[c:6]2[c:7]([cH:13][c:14]([NH2:17])[cH:15][cH:16]2)[CH2:8][CH2:9][CH2:10][C:11]1=[O:12]. Reactants: C(C)(C)(C)OC(=O)N1C(C=2N(CC1)C(=NC2I)CC)COC2=CC(=C(C=C2)F)C(F)(F)F (3-ethyl-8-(4-fluoro-3-trifluoromethyl-phenoxymethyl)-1-iodo-5,6-dihydro-8H-imidazo[1,5-a]pyrazine-7-carboxylic acid tert-butyl ester), C(Cl)Cl.CO (DCM MeOH). Procedure details: According to the general procedure (GP12), chlorination of 3-ethyl-8-(4-fluoro-3-trifluoromethyl-phenoxymethyl)-1-iodo-5,6-dihydro-8H-imidazo[1,5-a]pyrazine-7-carboxylic acid tert-butyl ester (844 mg; 1.482 mmol), and purification by FC (DCM/MeOH=60/1) gave the expected product 1-chloro-3-ethyl-8-(4-fluoro-3-trifluoromethyl-phenoxymethyl)-5,6-dihydro-8H-imidazo[1,5-a]pyrazine-7-carboxylic acid tert-butyl ester as an orange solid (186 mg; 26%). LC-MS: tR=1.04 min.; [M+H]+=478.39 g/mol. Yields the product C(C)(C)(C)OC(=O)N1C(C=2N(CC1)C(=NC2Cl)CC)COC2=CC(=C(C=C2)F)C(F)(F)F (1-chloro-3-ethyl-8-(4-fluoro-3-trifluoromethyl-phenoxymethyl)-5,6-dihydro-8H-imidazo[1,5-a]pyrazine-7-carboxylic acid tert-butyl ester). Reaction SMILES: [C:1]([O:5][C:6]([N:8]1[CH2:13][CH2:12][N:11]2[C:14]([CH2:18][CH3:19])=[N:15][C:16](I)=[C:10]2[CH:9]1[CH2:20][O:21][C:22]1[CH:27]=[CH:26][C:25]([F:28])=[C:24]([C:29]([F:32])([F:31])[F:30])[CH:23]=1)=[O:7])([CH3:4])([CH3:3])[CH3:2].C(Cl)[Cl:34].CO>>[C:1]([O:5][C:6]([N:8]1[CH2:13][CH2:12][N:11]2[C:14]([CH2:18][CH3:19])=[N:15][C:16]([Cl:34])=[C:10]2[CH:9]1[CH2:20][O:21][C:22]1[CH:27]=[CH:26][C:25]([F:28])=[C:24]([C:29]([F:32])([F:31])[F:30])[CH:23]=1)=[O:7])([CH3:4])([CH3:3])[CH3:2] |f:1.2|. Starting materials: [N+](=O)([O-])[O-].[K+] (potassium nitrate), COC=1C=C2NC(C(N(C2=CC1)C)=O)=O (6-methoxy-1-methylquinoxaline-2,3(1H,4H)-dione), ice water. Yields the product COC=1C=C2NC(C(N(C2=CC1[N+](=O)[O-])C)=O)=O (6-methoxy-1-methyl-7-nitroquinoxaline-2,3(1H,4H)-dione). Reaction SMILES: [CH3:1][O:2][C:3]1[CH:4]=[C:5]2[C:10](=[CH:11][CH:12]=1)[N:9]([CH3:13])[C:8](=[O:14])[C:7](=[O:15])[NH:6]2.[N+:16]([O-])([O-:18])=[O:17].[K+]>S(=O)(=O)(O)O>[CH3:1][O:2][C:3]1[CH:4]=[C:5]2[C:10](=[CH:11][C:12]=1[N+:16]([O-:18])=[O:17])[N:9]([CH3:13])[C:8](=[O:14])[C:7](=[O:15])[NH:6]2 |f:1.2|. Solvent: S(O)(O)(=O)=O (sulfuric acid). Procedure: To a solution of 0.2 g (0.97 mmol) 6-methoxy-1-methylquinoxaline-2,3(1H,4H)-dione in 10 ml concentrated sulfuric acid was added at 0° C. 0.1 g (0.99 mmol) potassium nitrate. Stirring was continued at 0° C. for 30 min., and then at 25° C. for 1 h. The reaction mixture was poured into 50 ml ice-water to give a precipitate Recrystallization (dimethylformamide-water) of the crude product gave 0.15 g (62%) 6-methoxy-1-methyl-7-nitroquinoxaline-2,3(1H,4H)-dione. M.p. 356° C. NMR (DMSO-d6): 12.0 (1H, b... Yield: 61.6%. Conditions: time 30 minute. The reactants are O=C1CCC(=O)N1Br, ClCCl, CS(=O)(=O)c1ccc(C(CC2CCCC2)C(=O)O)cc1[N+](=O)[O-], Nc1ccc(Br)cn1, c1ccc(P(c2ccccc2)c2ccccc2)cc1. The product is CS(=O)(=O)c1ccc(C(CC2CCCC2)C(=O)Nc2ccc(Br)cn2)cc1[N+](=O)[O-]. RXN SMILES: [Br:20][N:21]1[C:22](=[O:23])[CH2:24][CH2:25][C:26]1=[O:27].[CH2:59]([Cl:60])[Cl:61].[CH:28]1([CH2:33][CH:34]([C:35](=[O:36])[OH:37])[c:38]2[cH:39][c:40]([N+:48](=[O:49])[O-:50])[c:41]([S:44](=[O:45])(=[O:46])[CH3:47])[cH:42][cH:43]2)[CH2:29][CH2:30][CH2:31][CH2:32]1.[NH2:51][c:52]1[n:53][cH:54][c:55]([Br:58])[cH:56][cH:57]1.[c:1]1([P:2]([c:3]2[cH:4][cH:5][cH:6][cH:7][cH:8]2)[c:9]2[cH:10][cH:11][cH:12][cH:13][cH:14]2)[cH:15][cH:16][cH:17][cH:18][cH:19]1>>[CH:28]1([CH2:33][CH:34]([C:35](=[O:37])[NH:51][c:52]2[n:53][cH:54][c:55]([Br:58])[cH:56][cH:57]2)[c:38]2[cH:39][c:40]([N+:48](=[O:49])[O-:50])[c:41]([S:44](=[O:45])(=[O:46])[CH3:47])[cH:42][cH:43]2)[CH2:29][CH2:30][CH2:31][CH2:32]1. Starting materials: FC=1C=C2C=CN(C2=CC1OC)S(=O)(=O)C (5-fluoro-1-methanesulphonyl-6-methoxyindole), B(Br)(Br)Br (BBr3). The solvent is ClCCl (dichloromethane). Reaction conditions: time 2 hour. The product is FC=1C=C2C=CN(C2=CC1O)S(=O)(=O)C (5-fluoro-6-hydroxy-1-methanesulphonylindole). Isolated yield 74.5%. As a reaction SMILES: [F:1][C:2]1[CH:3]=[C:4]2[C:8](=[CH:9][C:10]=1[O:11]C)[N:7]([S:13]([CH3:16])(=[O:15])=[O:14])[CH:6]=[CH:5]2.B(Br)(Br)Br>ClCCl>[F:1][C:2]1[CH:3]=[C:4]2[C:8](=[CH:9][C:10]=1[OH:11])[N:7]([S:13]([CH3:16])(=[O:14])=[O:15])[CH:6]=[CH:5]2. Reported procedure: To a solution of 5-fluoro-1-methanesulphonyl-6-methoxyindole (0.10 g 0.41 mmol) in dry dichloromethane (3 ml) at −10° C. was added a solution of BBr3 (1M in dichloromethane, 1.23 ml) over one minute. The reacture was warmed to room temperature and stirred for 2 h and then poured onto ice/1M hydrochloric acid (10 ml). After stirring for 15 min the mixture was extracted with ethyl acetate (1×50 ml, 2×20 ml), dried (MgSO4) and evaporated in vacuo to give 5-fluoro-6-hydroxy-1-methanesulphonylindole ...